This data is from the Open Reaction Database (ORD), a public repository of structured organic reaction records. The task is: describe an organic reaction: reactants, conditions, products, and yield Starting materials: CCOCCN, O=C(O)c1ccc(-c2cccc(COc3ccc(Cn4oc(=O)[nH]c4=O)cc3)c2)cc1, CN(C)C=O, On1nnc2ccccc21. Yields the product CCOCCNC(=O)c1ccc(-c2cccc(COc3ccc(Cn4oc(=O)[nH]c4=O)cc3)c2)cc1. RXN SMILES: [CH2:32]([CH3:33])[O:34][CH2:35][CH2:36][NH2:37].[O:1]=[c:2]1[n:3]([CH2:8][c:9]2[cH:10][cH:11][c:12]([O:13][CH2:14][c:15]3[cH:16][c:17](-[c:21]4[cH:22][cH:23][c:24]([C:27](=[O:28])[OH:29])[cH:25][cH:26]4)[cH:18][cH:19][cH:20]3)[cH:30][cH:31]2)[o:4][c:5](=[O:7])[nH:6]1.[O:48]=[CH:49][N:50]([CH3:51])[CH3:52].[OH:38][n:39]1[c:40]2[c:41]([cH:42][cH:43][cH:44][cH:45]2)[n:46][n:47]1>>[O:1]=[c:2]1[n:3]([CH2:8][c:9]2[cH:10][cH:11][c:12]([O:13][CH2:14][c:15]3[cH:16][c:17](-[c:21]4[cH:22][cH:23][c:24]([C:27](=[O:29])[NH:37][CH2:36][CH2:35][O:34][CH2:32][CH3:33])[cH:25][cH:26]4)[cH:18][cH:19][cH:20]3)[cH:30][cH:31]2)[o:4][c:5](=[O:7])[nH:6]1. RXN SMILES: Cl.Cl.[CH3:3][N:4]1[C:12](=[O:13])[C:11]2[N:10]([CH2:14][CH:15]([OH:34])[CH2:16][N:17]3[CH2:22][CH2:21][N:20]([CH2:23][CH2:24][CH2:25][S:26]([C:28]4[CH:33]=[CH:32][CH:31]=[CH:30][CH:29]=4)=[O:27])[CH2:19][CH2:18]3)[CH:9]=[N:8][C:7]=2[N:6]([CH3:35])[C:5]1=[O:36].C(=O)([O-])[O-].[K+].[K+]>CCOCC>[CH3:3][N:4]1[C:12](=[O:13])[C:11]2[N:10]([CH2:14][CH:15]([OH:34])[CH2:16][N:17]3[CH2:22][CH2:21][N:20]([CH2:23][CH2:24][CH2:25][S:26]([C:28]4[CH:33]=[CH:32][CH:31]=[CH:30][CH:29]=4)=[O:27])[CH2:19][CH2:18]3)[CH:9]=[N:8][C:7]=2[N:6]([CH3:35])[C:5]1=[O:36] |f:0.1.2,3.4.5|. Reactants: Cl.Cl.CN1C(N(C=2N=CN(C2C1=O)CC(CN1CCN(CC1)CCCS(=O)C1=CC=CC=C1)O)C)=O (1-[3-(1,3-dimethyl-3,7-dihydro-1H-purine-2,6-dion-7-yl)-2-hydroxypropyl]-4-(3-phenylsulfinylpropyl)piperazine dihydrochloride), C([O-])([O-])=O.[K+].[K+] (potassium carbonate). The product is CN1C(N(C=2N=CN(C2C1=O)CC(CN1CCN(CC1)CCCS(=O)C1=CC=CC=C1)O)C)=O (1-[3-(1,3-dimethyl-3,7-dihydro-1H-purine-2,6-dion-7-yl)-2-hydroxypropyl]-4-(3-phenylsulfinylpropyl)piperazine). Run in CCOCC (ether). Procedure: 1.0 g of 1-[3-(1,3-dimethyl-3,7-dihydro-1H-purine-2,6-dion-7-yl)-2-hydroxypropyl]-4-(3-phenylsulfinylpropyl)piperazine dihydrochloride suspended in 50 ml of ether is stirred with excess dilute aqueous potassium carbonate solution until the salt is completely dissolved. The organic layer is then separated, washed twice with water, dried over magnesium sulfate and evaporated to yield 1-[3-(1,3-dimethyl-3,7-dihydro-1H-purine-2,6-dion-7-yl)-2-hydroxypropyl]-4-(3-phenylsulfinylpropyl)piperazine as th...